This data is from the Open Reaction Database (ORD), a public repository of structured organic reaction records. The task is: describe an organic reaction: reactants, conditions, products, and yield As a reaction SMILES: [CH3:26][OH:27].[Na+:29].[O:30]1[CH2:31][CH2:32][CH2:33][CH2:34]1.[OH-:28].[c:1]1(-[c:20]2[cH:21][cH:22][cH:23][cH:24][cH:25]2)[c:2]([C:7](=[O:8])[NH:9][c:10]2[cH:11][cH:12][c:13]([C:16](=[O:17])[O:18][CH3:19])[cH:14][n:15]2)[cH:3][cH:4][cH:5][cH:6]1>>[c:1]1(-[c:20]2[cH:21][cH:22][cH:23][cH:24][cH:25]2)[c:2]([C:7](=[O:8])[NH:9][c:10]2[cH:11][cH:12][c:13]([C:16](=[O:17])[OH:18])[cH:14][n:15]2)[cH:3][cH:4][cH:5][cH:6]1. Yields the product O=C(O)c1ccc(NC(=O)c2ccccc2-c2ccccc2)nc1. The reactants are CO, [Na+], C1CCOC1, [OH-], COC(=O)c1ccc(NC(=O)c2ccccc2-c2ccccc2)nc1. The reactants are ClC1=NC=CC(=N1)C=1C(=NN2NCCCC21)C2=CC=C(C=C2)F (3-(2-chloro-4-pyrimidinyl)-2-(4-fluorophenyl)-4,5,6,7-tetrahydropyrazolo[1,5-b]pyridazine), product, IC (iodomethane), C([O-])([O-])=O.[K+].[K+] (potassium carbonate). The solvent is CN(C=O)C (N,N-dimethylformamide), O (water). Reaction conditions: time 2 hour. Product: ClC1=NC=CC(=N1)C=1C(=NN2N(CCCC21)C)C2=CC=C(C=C2)F (3-(2-chloro-4-pyrimidinyl)-2-(4-fluorophenyl)-4,5,6,7-tetrahydro-7-methylpyrazolo[1,5-b]pyridazine). As a reaction SMILES: [Cl:1][C:2]1[N:7]=[C:6]([C:8]2[C:9]([C:17]3[CH:22]=[CH:21][C:20]([F:23])=[CH:19][CH:18]=3)=[N:10][N:11]3[C:16]=2[CH2:15][CH2:14][CH2:13][NH:12]3)[CH:5]=[CH:4][N:3]=1.IC.[C:26](=O)([O-])[O-].[K+].[K+]>CN(C)C=O.O>[Cl:1][C:2]1[N:7]=[C:6]([C:8]2[C:9]([C:17]3[CH:22]=[CH:21][C:20]([F:23])=[CH:19][CH:18]=3)=[N:10][N:11]3[C:16]=2[CH2:15][CH2:14][CH2:13][N:12]3[CH3:26])[CH:5]=[CH:4][N:3]=1 |f:2.3.4|. Reported procedure: A mixture of 3-(2-chloro-4-pyrimidinyl)-2-(4-fluorophenyl)-4,5,6,7-tetrahydropyrazolo[1,5-b]pyridazine (i.e. the product of Step A) (50.0 mg, 0.15 mmol), iodomethane (0.019 mL, 0.31 mmol) and potassium carbonate (63 mg, 0.46 mmol) in N,N-dimethylformamide (3 mL) was stirred at room temperature for 2 h, followed by at 50° C. for 1 h and then at 100° C. for 2 h. The reaction mixture was diluted with water and extracted with ethyl acetate (3×10 mL). The combined organic phase was dried over magnesi... Reactants: O=C([O-])[O-], CC(=O)OCC(=O)C1CCC2C3CCC4CC=CCC4(C)C3C(=O)CC12C, CO, [K+], [K+], O. Yields the product CC12CC(=O)C3C(CCC4CC=CCC43C)C1CCC2C(=O)CO. RXN SMILES: [C:1](=[O:2])([O-:3])[O-:4].[C:7](=[O:8])([CH3:9])[O:10][CH2:11][C:12]([CH:13]1[CH2:14][CH2:15][CH:16]2[CH:17]3[CH2:18][CH2:19][CH:20]4[CH2:21][CH:22]=[CH:23][CH2:24][C:25]4([CH3:26])[CH:27]3[C:28](=[O:32])[CH2:29][C:30]12[CH3:31])=[O:33].[CH3:35][OH:36].[K+:5].[K+:6].[OH2:34]>>[OH:10][CH2:11][C:12]([CH:13]1[CH2:14][CH2:15][CH:16]2[CH:17]3[CH2:18][CH2:19][CH:20]4[CH2:21][CH:22]=[CH:23][CH2:24][C:25]4([CH3:26])[CH:27]3[C:28](=[O:32])[CH2:29][C:30]12[CH3:31])=[O:33]. Reactants: C1CCOC1, CC(=O)[O-], CCO, Cc1cc(NC(=O)C(=O)c2cn(Cc3ccc(Cl)cc3)c3ccccc23)sn1, Cl, NO, [Na+]. Product: Cc1cc(NC(=O)C(=NO)c2cn(Cc3ccc(Cl)cc3)c3ccccc23)sn1. As a reaction SMILES: [CH2:40]1[O:41][CH2:42][CH2:43][CH2:44]1.[CH3:33][C:34](=[O:35])[O-:36].[CH3:37][CH2:38][OH:39].[Cl:1][c:2]1[cH:3][cH:4][c:5]([CH2:6][n:7]2[cH:8][c:9]([C:16]([C:17](=[O:18])[NH:19][c:20]3[cH:21][c:22]([CH3:25])[n:23][s:24]3)=[O:26])[c:10]3[cH:11][cH:12][cH:13][cH:14][c:15]23)[cH:27][cH:28]1.[ClH:29].[NH2:30][OH:31].[Na+:32]>>[Cl:1][c:2]1[cH:3][cH:4][c:5]([CH2:6][n:7]2[cH:8][c:9]([C:16]([C:17](=[O:18])[NH:19][c:20]3[cH:21][c:22]([CH3:25])[n:23][s:24]3)=[N:30][OH:31])[c:10]3[cH:11][cH:12][cH:13][cH:14][c:15]23)[cH:27][cH:28]1.